Dataset: the Open Reaction Database (ORD), a public repository of structured organic reaction records. Task: describe an organic reaction: reactants, conditions, products, and yield Reactants: OCc1cc2ccccc2nc1Cl, CC(=O)[O-], CC(=O)[O-], O, [Pd+2], c1ccc(P(c2ccccc2)c2ccccc2)cc1, Cc1ccccc1B(O)O. The product is Cc1ccccc1-c1nc2ccccc2cc1CO. RXN SMILES: [Cl:1][c:2]1[n:3][c:4]2[cH:5][cH:6][cH:7][cH:8][c:9]2[cH:10][c:11]1[CH2:12][OH:13].[O-:45][C:46]([CH3:47])=[O:48].[O-:49][C:50]([CH3:51])=[O:52].[OH2:43].[Pd+2:44].[c:14]1([P:15]([c:16]2[cH:17][cH:18][cH:19][cH:20][cH:21]2)[c:22]2[cH:23][cH:24][cH:25][cH:26][cH:27]2)[cH:28][cH:29][cH:30][cH:31][cH:32]1.[c:33]1([CH3:42])[c:34]([B:39]([OH:40])[OH:41])[cH:35][cH:36][cH:37][cH:38]1>>[c:2]1(-[c:34]2[c:33]([CH3:42])[cH:38][cH:37][cH:36][cH:35]2)[n:3][c:4]2[cH:5][cH:6][cH:7][cH:8][c:9]2[cH:10][c:11]1[CH2:12][OH:13].